Dataset: the Open Reaction Database (ORD), a public repository of structured organic reaction records. Task: describe an organic reaction: reactants, conditions, products, and yield Reactants: BrC1=NC(=CC=C1)Br (2,6-dibromopyridine), C1CCOC1 (THF), [Li]CCCC (n-BuLi). Run at temperature -78 celsius, time 2 hour. The product is BrC1=NC(=CC=C1)C=O (2-bromo-6-formylpyridine). RXN SMILES: Br[C:2]1[CH:7]=[CH:6][CH:5]=[C:4]([Br:8])[N:3]=1.[Li]CCCC.C1C[O:17][CH2:16]C1>>[Br:8][C:4]1[CH:5]=[CH:6][CH:7]=[C:2]([CH:16]=[O:17])[N:3]=1. Reported procedure: To a solution of 23.7 g (100 mmol) of 2,6-dibromopyridine in 150 mL of anhydrous, degassed THF cooled to −78° C. was added dropwise under N2 a solution of 11.0 mL (110 mmol) of 10.0 M n-BuLi in 150 mL anhydrous, degassed Et2O. After 2 hours at −78° C., 24.2 mL (300 mmol) of anhydrous degassed DMF was added dropwise with rapid stirring. This solution was stirred at −78° C. for 2 hours, and was then allowed to warm to room temperature (RT) overnight. The solution was cooled to −78° C. and 100 mL o...